This data is from the Open Reaction Database (ORD), a public repository of structured organic reaction records. The task is: describe an organic reaction: reactants, conditions, products, and yield Starting materials: Cl (hydrochloric acid), ice water, BrC(=C)C (2-bromo-1-propene), C(C)(C)NC(C)C (N,N-diisopropylamine), [Li]CCCC.CCCCCC (n-BuLi hexane), COCNC(=O)C=1C=C2C(=NC=NC2=CC1)NC1=CC(=C(C=C1)OCC1=CC(=CC=C1)F)Cl (4-(3-chloro-4-(3-fluorobenzyloxy)phenylamino)-quinazoline-6-carboxylic acid methoxy methyl amide). Run in O1CCCC1 (tetrahydrofuran), O1CCCC1 (tetrahydrofuran), O1CCCC1 (tetrahydrofuran). Reaction conditions: temperature 0 celsius, time 20 minute. Yields the product ClC=1C=C(C=CC1OCC1=CC(=CC=C1)F)NC1=NC=NC2=CC=C(C=C12)C(C#CC)=O (4-(3-chloro-4-(3-fluorobenzyloxy)phenylamino)-6-(1-oxo-2-butyn-1-yl)quinazoline). As a reaction SMILES: [CH:1](NC(C)C)([CH3:3])[CH3:2].[Li]CCCC.CCCCCC.BrC(C)=C.COCN[C:27]([C:29]1[CH:30]=[C:31]2[C:36](=[CH:37][CH:38]=1)[N:35]=[CH:34][N:33]=[C:32]2[NH:39][C:40]1[CH:45]=[CH:44][C:43]([O:46][CH2:47][C:48]2[CH:53]=[CH:52][CH:51]=[C:50]([F:54])[CH:49]=2)=[C:42]([Cl:55])[CH:41]=1)=[O:28].Cl>O1CCCC1>[Cl:55][C:42]1[CH:41]=[C:40]([NH:39][C:32]2[C:31]3[C:36](=[CH:37][CH:38]=[C:29]([C:27](=[O:28])[C:2]#[C:1][CH3:3])[CH:30]=3)[N:35]=[CH:34][N:33]=2)[CH:45]=[CH:44][C:43]=1[O:46][CH2:47][C:48]1[CH:53]=[CH:52][CH:51]=[C:50]([F:54])[CH:49]=1 |f:1.2|. Procedure: To a solution of 4.22 ml of N,N-diisopropylamine in tetrahydrofuran (25 ml) cooled to −78° C. was added dropwise 18.8 ml of 1.6 mol/L n-BuLi hexane solution. After completion of addition, a temperature was elevated to 0° C., and the mixture was stirred at 0° C. for 20 minutes, and cooled again to −78° C. 1.33 ml of 2-bromo-1-propene in tetrahydrofuran (25 ml) was added, and the mixture was stirred at −78° C. for 2 hours. To the mixture was added dropwise a solution of 4-(3-chloro-4-(3-fluorobenz... Starting materials: CSC(NN=CC=1N=C(NC1C)C1=CC=CC=C1)=S (3-[(5-methyl-2-phenyl-4-imidazolyl)-methylene]dithiocarbazic acid methyl ester), CSC(NN=CC=1N=C(NC1Cl)C1=CC=CC=C1)=S (3-[(5-chloro-2-phenyl-4-imidazolyl)methylene]dithiocarbazic acid methyl ester). The product is ClC=1N=C(N2C(NN=CC21)=S)C2=CC=CC=C2 (8-Chloro-6-phenyl-imidazo[1,5-d]-as-triazine-4(3H)-thione). Reaction SMILES: CSC(=S)NN=CC1N=C(C2C=CC=CC=2)NC=1C.C[S:21][C:22](=S)[NH:23][N:24]=[CH:25][C:26]1[N:27]=[C:28]([C:32]2[CH:37]=[CH:36][CH:35]=[CH:34][CH:33]=2)[NH:29][C:30]=1[Cl:31]>>[Cl:31][C:30]1[N:29]=[C:28]([C:32]2[CH:37]=[CH:36][CH:35]=[CH:34][CH:33]=2)[N:27]2[C:26]=1[CH:25]=[N:24][NH:23][C:22]2=[S:21]. Procedure: The general procedure of Example 62 is repeated but replacing the 3-[(5-methyl-2-phenyl-4-imidazolyl)-methylene]dithiocarbazic acid methyl ester employed in that example with 3-[(5-chloro-2-phenyl-4-imidazolyl)methylene]dithiocarbazic acid methyl ester. Starting materials: BrCCCCCC1=CC=C(C=C1)C1=CC=CC=C1 (4-(5-bromopentyl)-1,1′-biphenyl), C(CCC)C1=CC=NC=C1 (4-n-butylpyridine). Run at temperature 65 celsius. Product: [Br-].C1(=CC=C(C=C1)CCCCC[N+]1=CC(=CC=C1)CCCC)C1=CC=CC=C1 (1-[5-(1,1′-biphenyl-4-yl)-pentyl]-3-butyl-pyridinium bromide). Yield: 72.0%. Reaction SMILES: [Br:1][CH2:2][CH2:3][CH2:4][CH2:5][CH2:6][C:7]1[CH:12]=[CH:11][C:10]([C:13]2[CH:18]=[CH:17][CH:16]=[CH:15][CH:14]=2)=[CH:9][CH:8]=1.C([C:23]1[CH:28]=[CH:27][N:26]=[CH:25][CH:24]=1)CCC>>[Br-:1].[C:10]1([C:13]2[CH:18]=[CH:17][CH:16]=[CH:15][CH:14]=2)[CH:11]=[CH:12][C:7]([CH2:6][CH2:5][CH2:4][CH2:3][CH2:2][N+:26]2[CH:25]=[CH:24][CH:23]=[C:28]([CH2:2][CH2:3][CH2:4][CH3:5])[CH:27]=2)=[CH:8][CH:9]=1 |f:2.3|. Procedure details: A mixture of 4-(5-bromopentyl)-1,1′-biphenyl (360 mg, 1.19 mmol) and 4-n-butylpyridine (0.5 mL) was heated at 60-70° C. for 12 hrs. The resulting mixture was washed with diethyl ether and then dissolved in water (15 mL). The aqueous solution was extracted with ethyl acetate (30 mL×3). Water was removed by lyophilization to afford 377 mg of the title compound. Yield: 72%. 1H NMR (300 MHz, CDCl3) δ 0.92 (t, J=7.2 Hz, 3H), 1.29-1.53 (m, 4H), 1.60-1.80 (m, 4H), 2.08 (m, 2H), 2.63 (t, J=7.5 Hz, 2H), ... Starting materials: C1(=C(C=CC=C1)NC(NC1=C(C=CC=C1)C)=S)C (di-o-tolylthiourea), N (ammonia), O=O (oxygen), O=O (oxygen). The reagents and catalysts are CC(=O)[O-].CC(=O)[O-].[Cu+2] (Cu(OAc)2). Run in O (water). Yields the product CC=1C=CC=CC1NC(=N)NC=2C=CC=CC2C (Di-o-tolylguanidine). Isolated yield 93.2%. As a reaction SMILES: [C:1]1([CH3:18])[CH:6]=[CH:5][CH:4]=[CH:3][C:2]=1[NH:7][C:8](=S)[NH:9][C:10]1[CH:15]=[CH:14][CH:13]=[CH:12][C:11]=1[CH3:16].[NH3:19].O=O>O.CC([O-])=O.CC([O-])=O.[Cu+2]>[CH3:18][C:1]1[CH:6]=[CH:5][CH:4]=[CH:3][C:2]=1[NH:7][C:8]([NH:9][C:10]1[CH:15]=[CH:14][CH:13]=[CH:12][C:11]=1[CH3:16])=[NH:19] |f:4.5.6|. Reported procedure: 0.1 mol of di-o-tolylthiourea, 3 mol of ammonia, and 0.1 mmol of Cu(OAc)2 are reacted in 130 g water with oxygen. The reaction temperature is 80° C. and the oxygen pressure 3 bar. Di-o-tolylguanidine is obtained in 93.2% yield after a reaction time of 3 hours. Starting materials: C=CCOC(=O)C(N1C(=O)C(C(CO[SiH](C)C)C(C)(C)C)C1C(C)C(C)=O)=P(c1ccccc1)(c1ccccc1)c1ccccc1, C=CCOC(=O)N1CCCC1C=O, CCOC(C)=O, CC(C)[N-]C(C)C, [Cl-], [Li+], [NH4+], C1CCOC1. Product: C=CCOC(=O)C(N1C(=O)C(C(CO[SiH](C)C)C(C)(C)C)C1C(C)C(=O)CC(O)C1CCCN1C(=O)OCC=C)=P(c1ccccc1)(c1ccccc1)c1ccccc1. Reaction SMILES: [C:1]([CH3:2])([CH3:3])([CH3:4])[CH:5]([CH2:6][O:7][SiH:8]([CH3:9])[CH3:10])[CH:11]1[C:12](=[O:46])[N:13]([C:20]([C:21](=[O:22])[O:23][CH2:24][CH:25]=[CH2:26])=[P:27]([c:28]2[cH:29][cH:30][cH:31][cH:32][cH:33]2)([c:34]2[cH:35][cH:36][cH:37][cH:38][cH:39]2)[c:40]2[cH:41][cH:42][cH:43][cH:44][cH:45]2)[CH:14]1[CH:15]([C:16]([CH3:17])=[O:18])[CH3:19].[CH2:55]([CH:56]=[CH2:57])[O:58][C:59](=[O:60])[N:61]1[CH:62]([CH:66]=[O:67])[CH2:63][CH2:64][CH2:65]1.[CH3:75][CH2:76][O:77][C:78](=[O:79])[CH3:80].[CH:47]([N-:48][CH:49]([CH3:50])[CH3:51])([CH3:52])[CH3:53].[Cl-:68].[Li+:54].[NH4+:69].[O:70]1[CH2:71][CH2:72][CH2:73][CH2:74]1>>[C:1]([CH3:2])([CH3:3])([CH3:4])[CH:5]([CH2:6][O:7][SiH:8]([CH3:9])[CH3:10])[CH:11]1[C:12](=[O:46])[N:13]([C:20]([C:21](=[O:22])[O:23][CH2:24][CH:25]=[CH2:26])=[P:27]([c:28]2[cH:29][cH:30][cH:31][cH:32][cH:33]2)([c:34]2[cH:35][cH:36][cH:37][cH:38][cH:39]2)[c:40]2[cH:41][cH:42][cH:43][cH:44][cH:45]2)[CH:14]1[CH:15]([C:16]([CH2:17][CH:66]([CH:62]1[N:61]([C:59]([O:58][CH2:55][CH:56]=[CH2:57])=[O:60])[CH2:65][CH2:64][CH2:63]1)[OH:67])=[O:18])[CH3:19].